This data is from the Open Reaction Database (ORD), a public repository of structured organic reaction records. The task is: describe an organic reaction: reactants, conditions, products, and yield The reactants are C1CCNC1, CCCP(=O)(O)O, Cn1ncc(C(=O)O)c1C(=O)Nc1ccn2nc(-c3cccnc3)nc2c1, CCN(C(C)C)C(C)C, C1CCOC1. Product: Cn1ncc(C(=O)N2CCCC2)c1C(=O)Nc1ccn2nc(-c3cccnc3)nc2c1. As a reaction SMILES: [CH2:28]1[CH2:29][CH2:30][NH:31][CH2:32]1.[CH2:33]([P:34]([OH:35])([OH:36])=[O:37])[CH2:38][CH3:39].[CH3:1][n:2]1[n:3][cH:4][c:5]([C:25](=[O:26])[OH:27])[c:6]1[C:7]([NH:8][c:9]1[cH:10][c:11]2[n:12]([cH:13][cH:14]1)[n:15][c:16](-[c:18]1[cH:19][n:20][cH:21][cH:22][cH:23]1)[n:17]2)=[O:24].[CH:40]([N:41]([CH2:42][CH3:43])[CH:44]([CH3:45])[CH3:46])([CH3:47])[CH3:48].[O:49]1[CH2:50][CH2:51][CH2:52][CH2:53]1>>[CH3:1][n:2]1[n:3][cH:4][c:5]([C:25](=[O:26])[N:31]2[CH2:30][CH2:29][CH2:28][CH2:32]2)[c:6]1[C:7]([NH:8][c:9]1[cH:10][c:11]2[n:12]([cH:13][cH:14]1)[n:15][c:16](-[c:18]1[cH:19][n:20][cH:21][cH:22][cH:23]1)[n:17]2)=[O:24]. Run at time 2.5 hour. Reaction SMILES: C(OC(N=[C:7]=[S:8])=O)C.[O:9]([C:16]1[N:21]=[CH:20][C:19]([CH2:22][NH:23][C:24]2[N:25]=[CH:26][NH:27][C:28]=2[C:29]([NH2:31])=[O:30])=[CH:18][CH:17]=1)[C:10]1[CH:15]=[CH:14][CH:13]=[CH:12][CH:11]=1>ClCCl>[O:9]([C:16]1[N:21]=[CH:20][C:19]([CH2:22][N:23]2[C:24]3[N:25]=[CH:26][NH:27][C:28]=3[C:29](=[O:30])[NH:31][C:7]2=[S:8])=[CH:18][CH:17]=1)[C:10]1[CH:15]=[CH:14][CH:13]=[CH:12][CH:11]=1. Product: O(C1=CC=CC=C1)C1=CC=C(C=N1)CN1C(NC(C=2NC=NC12)=O)=S (3-[(6-Phenoxypyridin-3-yl)methyl]-2-thioxo-1,2,3,7-tetrahydro-6H-purin-6-one). Solvent: ClCCl (dichloromethane). Reported procedure: Ethoxycarbonyl isothiocyanate (0.096 mL, 0.85 mmol) was added to 4-{[(6-phenoxypyridin-3-yl)methyl]amino}-1H-imidazole-5-carboxamide (0.25 g, 0.81 mmol, obtained from Example 25(a)) in anhydrous dichloromethane (3.0 mL). After stirring for 2.5 h at ambient temperature the mixture was concentrated to dryness. Sodium hydroxide (10 mL, 2% w/v) was added and the solution was heated at 50° C. over night. After cooling, the pH was adjusted to 4-5 using 2N HCl. The solid was collected by filtration and... Reactants: C(C)OC(=O)N=C=S (Ethoxycarbonyl isothiocyanate), O(C1=CC=CC=C1)C1=CC=C(C=N1)CNC=1N=CNC1C(=O)N (4-{[(6-phenoxypyridin-3-yl)methyl]amino}-1H-imidazole-5-carboxamide). Isolated yield 12.3%. Reactants: C(C1=CC=CC=C1)N(C1=C(C=CC(=C1)OCC)C)C(C(C)(C)Br)=O (N-benzyl-2-bromo-5'-ethoxy-2'-methylisobutyranilide), [Cl-].[Al+3].[Cl-].[Cl-] (aluminum chloride). The solvent is ClC1=CC=CC=C1 (chlorobenzene). Reaction conditions: temperature 125 celsius, time 28 minute. Yields the product C(C1=CC=CC=C1)N1C(C(C2=C(C=CC(=C12)C)O)(C)C)=O (1-Benzyl-2,3-dihydro-4-hydroxy-3,3,7-trimethyl-1H-indol-2-one). As a reaction SMILES: [CH2:1]([N:8]([C:19](=[O:24])[C:20](Br)([CH3:22])[CH3:21])[C:9]1[CH:14]=[C:13]([O:15]CC)[CH:12]=[CH:11][C:10]=1[CH3:18])[C:2]1[CH:7]=[CH:6][CH:5]=[CH:4][CH:3]=1.[Cl-].[Al+3].[Cl-].[Cl-]>ClC1C=CC=CC=1>[CH2:1]([N:8]1[C:9]2[C:14](=[C:13]([OH:15])[CH:12]=[CH:11][C:10]=2[CH3:18])[C:20]([CH3:21])([CH3:22])[C:19]1=[O:24])[C:2]1[CH:7]=[CH:6][CH:5]=[CH:4][CH:3]=1 |f:1.2.3.4|. Procedure: 31.2 g (80.0 mmol) of N-benzyl-2-bromo-5'-ethoxy-2'-methylisobutyranilide was dissolved in 258 ml of chlorobenzene. After the addition of 53.2 g (399 mmol) of aluminum chloride powder, the mixture was heated while stirring for 28 minutes at 125° C. The resulting mixture was cooled, washed with water and saturated brine, dried over anhydrous sodium sulfate, and concentrated under reduced pressure. The residue obtained was purified by column chromatography (silica gel, 3:1 mixture of n-hexane and ...